From a dataset of the Open Reaction Database (ORD), a public repository of structured organic reaction records. describe an organic reaction: reactants, conditions, products, and yield Reactants: COCOc1cc(Br)cc(S(=O)(=O)C(C)C)c1, C1CCOC1, CO, O, Cc1ccc(S(=O)(=O)O)cc1. The product is CC(C)S(=O)(=O)c1cc(O)cc(Br)c1. Reaction SMILES: [Br:1][c:2]1[cH:3][c:4]([O:14][CH2:15][O:16][CH3:17])[cH:5][c:6]([S:8](=[O:9])(=[O:10])[CH:11]([CH3:12])[CH3:13])[cH:7]1.[CH2:30]1[O:31][CH2:32][CH2:33][CH2:34]1.[CH3:35][OH:36].[OH2:18].[c:19]1([CH3:20])[cH:21][cH:22][c:23]([S:24]([OH:25])(=[O:26])=[O:27])[cH:28][cH:29]1>>[Br:1][c:2]1[cH:3][c:4]([OH:14])[cH:5][c:6]([S:8](=[O:9])(=[O:10])[CH:11]([CH3:12])[CH3:13])[cH:7]1.